This data is from the Open Reaction Database (ORD), a public repository of structured organic reaction records. The task is: describe an organic reaction: reactants, conditions, products, and yield Reactants: CCO, O=[N+]([O-])c1ccc(COC2CCCCO2)cc1. The product is Nc1ccc(COC2CCCCO2)cc1. Reaction SMILES: [CH3:18][CH2:19][OH:20].[O:1]1[CH:2]([O:7][CH2:8][c:9]2[cH:10][cH:11][c:12]([N+:15]([O-:16])=[O:17])[cH:13][cH:14]2)[CH2:3][CH2:4][CH2:5][CH2:6]1>>[O:1]1[CH:2]([O:7][CH2:8][c:9]2[cH:10][cH:11][c:12]([NH2:15])[cH:13][cH:14]2)[CH2:3][CH2:4][CH2:5][CH2:6]1. Starting materials: [H-].[Al+3].[Li+].[H-].[H-].[H-] (lithium aluminum hydride), COC(C1=CN=CC(=C1)OC1=CC=CC=C1)=O (5-phenoxy-nicotinic acid methyl ester), O (water), [OH-].[Na+] (sodium hydroxide), O (water). The solvent is O1CCCC1 (tetrahydrofuran). Run at time 20 minute. The product is O(C1=CC=CC=C1)C=1C=C(C=NC1)CO ((5-Phenoxy-pyridin-3-yl)-methanol). Yield: 77.6%. As a reaction SMILES: [H-].[Al+3].[Li+].[H-].[H-].[H-].C[O:8][C:9](=O)[C:10]1[CH:15]=[C:14]([O:16][C:17]2[CH:22]=[CH:21][CH:20]=[CH:19][CH:18]=2)[CH:13]=[N:12][CH:11]=1.O.[OH-].[Na+]>O1CCCC1>[O:16]([C:14]1[CH:15]=[C:10]([CH2:9][OH:8])[CH:11]=[N:12][CH:13]=1)[C:17]1[CH:18]=[CH:19][CH:20]=[CH:21][CH:22]=1 |f:0.1.2.3.4.5,8.9|. Procedure: To a suspension of lithium aluminum hydride (689 mg, 14.5 mmol, purity: 80%) in tetrahydrofuran (20 mL) was added 5-phenoxy-nicotinic acid methyl ester (1.11 g, 4.84 mmol) described in Manufacturing Example 145-1-1 at 0° C., which was stirred for 20 minutes at room temperature. First water (689 μL), then a 5 N sodium hydroxide aqueous solution (689 μL), and then water (2.07 mL) were added at 0° C. to the reaction mixture, which was filtered through a Celite pad. The filtrate was concentrated und... The reactants are Cl.ClC1=CC=C(CNCC2=CC=C(C=C2)Cl)C=C1 (Bis-(4-chlorobenzyl)amine hydrochloride), C([O-])([O-])=O.[Na+].[Na+] (sodium Carbonate). Run in C(Cl)Cl (methylene dichloride). Reaction conditions: temperature 80 celsius, time 24 hour. Product: ClC1=CC=C(CN(CC2=CC=C(C=C2)Cl)CCCC#N)C=C1 (4-[N,N-Bis-(4-Chlorobenzyl)amino]butyronitrile). Reaction SMILES: Cl.[Cl:2][C:3]1[CH:18]=[CH:17][C:6]([CH2:7][NH:8][CH2:9][C:10]2[CH:15]=[CH:14][C:13]([Cl:16])=[CH:12][CH:11]=2)=[CH:5][CH:4]=1.C(=O)([O-])[O-].[Na+].[Na+]>C(Cl)Cl>[Cl:2][C:3]1[CH:4]=[CH:5][C:6]([CH2:7][N:8]([CH2:4][CH2:5][CH2:6][C:7]#[N:8])[CH2:9][C:10]2[CH:15]=[CH:14][C:13]([Cl:16])=[CH:12][CH:11]=2)=[CH:17][CH:18]=1 |f:0.1,2.3.4|. Reported procedure: Bis-(4-chlorobenzyl)amine hydrochloride [prepared by reducing N-(4-chlorobenzyl)-4-chlorobenzamide with lithium aluminium hydride in tetrahydrofuran] was basified using sodium Carbonate in methylene dichloride solvent to give after rotary evaporation 3.16 g of the free base as an oil. This was then mixed with 4-bromobutyronitrile (1.19 ml), diisopropylethylamine (2.1 ml) and 25 ml of dry dimethylformamide and the mixture stirred at 80° C. under nitrogen for 24 hours. On cooling water (100cm3) wa... Starting materials: CC1C=CC2=CC(C(C)(C)C)CC(O)C2C1(CCC1CC(C(C)(C)C)C(O[SiH](C)C)C(=O)O1)O[SiH](C)C, CC(Oc1ccccc1)C(=O)O. Product: CC(Oc1ccccc1)C(=O)OC1CC(C(C)(C)C)C=C2C=CC(C)C(CCC3CC(C(C)(C)C)C(O[SiH](C)C)C(=O)O3)(O[SiH](C)C)C21. RXN SMILES: [C:13]([CH3:14])([CH3:15])([CH3:16])[CH:17]1[CH:18]=[C:19]2[CH:20]=[CH:21][CH:22]([CH3:49])[C:23]([CH2:28][CH2:29][CH:30]3[CH2:31][CH:32]([C:41]([CH3:42])([CH3:43])[CH3:44])[CH:33]([O:37][SiH:38]([CH3:39])[CH3:40])[C:34](=[O:36])[O:35]3)([O:45][SiH:46]([CH3:47])[CH3:48])[CH:24]2[CH:25]([OH:27])[CH2:26]1.[O:1]([c:2]1[cH:3][cH:4][cH:5][cH:6][cH:7]1)[CH:8]([C:9](=[O:10])[OH:11])[CH3:12]>>[O:1]([c:2]1[cH:3][cH:4][cH:5][cH:6][cH:7]1)[CH:8]([C:9]([O:10][CH:25]1[CH:24]2[C:19](=[CH:18][CH:17]([C:13]([CH3:14])([CH3:15])[CH3:16])[CH2:26]1)[CH:20]=[CH:21][CH:22]([CH3:49])[C:23]2([CH2:28][CH2:29][CH:30]1[CH2:31][CH:32]([C:41]([CH3:42])([CH3:43])[CH3:44])[CH:33]([O:37][SiH:38]([CH3:39])[CH3:40])[C:34](=[O:36])[O:35]1)[O:45][SiH:46]([CH3:47])[CH3:48])=[O:11])[CH3:12]. Reactants: CCc1cc(C(=N)NO)cc(C)c1CCC(=O)OC(C)(C)C, Cc1cc(C#N)cc(C)c1O. The product is Cc1cc(C(=N)NO)cc(C)c1CCC(=O)OC(C)(C)C. As a reaction SMILES: [C:12]([CH3:13])([CH3:14])([CH3:15])[O:16][C:17]([CH2:18][CH2:19][c:20]1[c:21]([CH2:31][CH3:32])[cH:22][c:23]([C:27]([NH:28][OH:29])=[NH:30])[cH:24][c:25]1[CH3:26])=[O:33].[CH3:1][c:2]1[cH:3][c:4]([C:10]#[N:11])[cH:5][c:6]([CH3:7])[c:8]1[OH:9]>>[C:12]([CH3:13])([CH3:14])([CH3:15])[O:16][C:17]([CH2:18][CH2:19][c:20]1[c:21]([CH3:31])[cH:22][c:23]([C:27]([NH:28][OH:29])=[NH:30])[cH:24][c:25]1[CH3:26])=[O:33]. The reactants are solid, Cl.Cl.O1C=C(C=C2C1=CC=C2)C2N(CCCC2)CC[C@@H]2CC[C@H](CC2)N (trans-4-[2-(4-benzofuran-3-yl-piperidin-1-yl)-ethyl]-cyclohexylamine dihydrochloride), Cl.Cl.O1C=C(C=C2C1=CC=C2)C2N(CCCC2)CC[C@@H]2CC[C@H](CC2)N (trans-4-[2-(4-benzofuran-3-yl-piperidin-1-yl)-ethyl]-cyclohexylamine dihydrochloride), C1(CCC1)CC(=O)N (2-cyclobutyl-acetamide). Yields the product O1C=C(C=C2C1=CC=C2)C2N(CCCC2)CC[C@@H]2CC[C@H](CC2)NC(CC2CCC2)=O (trans-N-{4-[2-(4-Benzofuran-3-yl-piperidin-1-yl)-ethyl]-cyclohexyl}-2-cyclobutyl-acetamide). RXN SMILES: Cl.Cl.[O:3]1[C:8]2=[CH:9][CH:10]=[CH:11][C:7]2=[CH:6][C:5]([CH:12]2[CH2:17][CH2:16][CH2:15][CH2:14][N:13]2[CH2:18][CH2:19][C@H:20]2[CH2:25][CH2:24][C@H:23]([NH2:26])[CH2:22][CH2:21]2)=[CH:4]1.[CH:27]1([CH2:31][C:32](N)=[O:33])[CH2:30][CH2:29][CH2:28]1>>[O:3]1[C:8]2=[CH:9][CH:10]=[CH:11][C:7]2=[CH:6][C:5]([CH:12]2[CH2:17][CH2:16][CH2:15][CH2:14][N:13]2[CH2:18][CH2:19][C@H:20]2[CH2:21][CH2:22][C@H:23]([NH:26][C:32](=[O:33])[CH2:31][CH:27]3[CH2:30][CH2:29][CH2:28]3)[CH2:24][CH2:25]2)=[CH:4]1 |f:0.1.2|. Procedure details: The title compound, off-white solid (68 mg, 64%), MS (ISP) m/z=423.3 [(M+H)+], mp 173° C., was prepared in accordance with the general method of example 1 from trans-4-[2-(4-benzofuran-3-yl-piperidin-1-yl)-ethyl]-cyclohexylamine dihydrochloride (intermediate A) (100 mg, 0.25 mmol) and 2-cyclobutyl-acetamide. Starting materials: C1(=CC=CC=C1)N1N=C(C2=C1C1=C(SC2)C=CC=C1)C(=O)Cl (1,4-dihydro-1-phenyl-[1]-benzothiopyrano[4,3-c]pyrazole-3-carbonyl chloride), Cl (HCl), C(#N)CC(=O)OCC (Ethyl cyanoacetate), [H-].[Na+] (sodium hydride). The solvent is ice water, CN(C=O)C (dimethylformamide), CN(C=O)C (dimethylformamide). The product is C(#N)C(C(=O)OCC)C(=O)C=1C2=C(N(N1)C1=CC=CC=C1)C1=C(SC2)C=CC=C1 (2-cyano-3-(1,4-dihydro-1-phenyl-[1]-benzothiopyrano[4,3-c]pyrazol-3-yl)-3-oxo-propanoic acid, ethyl ester). Isolated yield 59.6%. As a reaction SMILES: [C:1]([CH2:3][C:4]([O:6][CH2:7][CH3:8])=[O:5])#[N:2].[H-].[Na+].[C:11]1([N:17]2[C:21]3[C:22]4[CH:29]=[CH:28][CH:27]=[CH:26][C:23]=4[S:24][CH2:25][C:20]=3[C:19]([C:30](Cl)=[O:31])=[N:18]2)[CH:16]=[CH:15][CH:14]=[CH:13][CH:12]=1.Cl>CN(C)C=O>[C:1]([CH:3]([C:30]([C:19]1[C:20]2[CH2:25][S:24][C:23]3[CH:26]=[CH:27][CH:28]=[CH:29][C:22]=3[C:21]=2[N:17]([C:11]2[CH:12]=[CH:13][CH:14]=[CH:15][CH:16]=2)[N:18]=1)=[O:31])[C:4]([O:6][CH2:7][CH3:8])=[O:5])#[N:2] |f:1.2|. Procedure details: Ethyl cyanoacetate (1.4 g) is treated with 50% sodium hydride (0.58 g) in dimethylformamide (10 ml) under stirring at room temperature until the effervescence subsides. To this solution 1,4-dihydro-1-phenyl-[1]-benzothiopyrano[4,3-c]pyrazole-3-carbonyl chloride (3.26 g), prepared according to Example 5, dissolved in dimethylformamide (10 ml) is added under stirring at room temperature. The reaction mixture is allowed to react for 20 hours, then it is diluted with ice water and acidified to pH 3 ... Reactants: ( 1 ), COC(=O)C1=CC=2CC(CCC2C=C1)N (7-amino-5,6,7,8-tetrahydro-naphthalene-2-carboxylic acid methyl ester), FC1=C(C=CC(=C1)F)S(=O)(=O)Cl (2,4-difluorobenzenesulfonyl chloride), ( 2 ), ester, ON (HONH2), [OH-].[K+] (KOH). The solvent is ClCCl (dichloromethane). Product: ONC(=O)C1=CC=2CC(CCC2C=C1)NS(=O)(=O)C1=C(C=C(C=C1)F)F (7-(2,4-Difluoro-benzenesulfonylamino)-5,6,7,8-tetrahydro-naphthalene-2-carboxylic acid hydroxyamide). Reaction SMILES: CO[C:3]([C:5]1[CH:14]=[CH:13][C:12]2[CH2:11][CH2:10][CH:9]([NH2:15])[CH2:8][C:7]=2[CH:6]=1)=[O:4].[F:16][C:17]1[CH:22]=[C:21]([F:23])[CH:20]=[CH:19][C:18]=1[S:24](Cl)(=[O:26])=[O:25].[OH:28][NH2:29].[OH-].[K+]>ClCCl>[OH:28][NH:29][C:3]([C:5]1[CH:14]=[CH:13][C:12]2[CH2:11][CH2:10][CH:9]([NH:15][S:24]([C:18]3[CH:19]=[CH:20][C:21]([F:23])=[CH:22][C:17]=3[F:16])(=[O:26])=[O:25])[CH2:8][C:7]=2[CH:6]=1)=[O:4] |f:3.4|. Reported procedure: The title compound was prepared in two steps according to Scheme 6 by (1) treating amine VII with 2,4-difluorobenzenesulfonyl chloride and TEA in dichloromethane, and (2) treating the ester intermediate with aqueous HONH2 and KOH. MS: calc'd (MH+) 383, exp (MH+) 383.4. 1H NMR (CD3OD, 400 MHz), 7.97 (m, 1H), 7.47 (d, 1H, J=8.0 Hz), 7.37 (s, 1H), 7.24 (m, 1H), 7.18 (m, 2H), 3.55 (m, 1H), 2.95 (m, 2H), 2.82 (m, 1H), 2.69 (m, 1H), 1.95 (m, 1H) 1.73 (m, 1H). The reactants are C(CCC)C1=NC2=C(N1CC1=CC=C(C=C1)C1=NC=NC=C1C1=NN=NN1)C(=CC=C2)C(=O)OC (methyl 2-butyl-1-[4-[5-(1H-tetrazol-5-yl)pyrimidin-4-yl]benzyl]-1H-benzimidazole-7-carboxylate), [OH-].[Na+] (NaOH). Run in CO (methanol). The product is C(CCC)C1=NC2=C(N1CC1=CC=C(C=C1)C1=NC=NC=C1C1=NN=NN1)C(=CC=C2)C(=O)O (2-Butyl-1-[4-[5-(1H-tetrazol-5-yl)pyrimidin-4-yl]benzyl]-1H-benzimidazole-7-carboxylic acid). Isolated yield 77.0%. RXN SMILES: [CH2:1]([C:5]1[N:9]([CH2:10][C:11]2[CH:16]=[CH:15][C:14]([C:17]3[C:22]([C:23]4[NH:27][N:26]=[N:25][N:24]=4)=[CH:21][N:20]=[CH:19][N:18]=3)=[CH:13][CH:12]=2)[C:8]2[C:28]([C:32]([O:34]C)=[O:33])=[CH:29][CH:30]=[CH:31][C:7]=2[N:6]=1)[CH2:2][CH2:3][CH3:4].[OH-].[Na+]>CO>[CH2:1]([C:5]1[N:9]([CH2:10][C:11]2[CH:12]=[CH:13][C:14]([C:17]3[C:22]([C:23]4[NH:27][N:26]=[N:25][N:24]=4)=[CH:21][N:20]=[CH:19][N:18]=3)=[CH:15][CH:16]=2)[C:8]2[C:28]([C:32]([OH:34])=[O:33])=[CH:29][CH:30]=[CH:31][C:7]=2[N:6]=1)[CH2:2][CH2:3][CH3:4] |f:1.2|. Procedure: To a solution of methyl 2-butyl-1-[4-[5-(1H-tetrazol-5-yl)pyrimidin-4-yl]benzyl]-1H-benzimidazole-7-carboxylate (0.18 g, 0.4 mmol) in methanol (5 ml) was added 1N aqueous NaOH (0.9 ml) and the mixture was heated under reflux for 6 hours. After concentration to dryness, the residue was dissolved in water. After removal of insoluble materials by filtration, the filtrate was neutralized with aqueous hydrochloric acid. The resulting precipitates were collected by filtration to afford colorless powde...